Dataset: the Open Reaction Database (ORD), a public repository of structured organic reaction records. Task: describe an organic reaction: reactants, conditions, products, and yield Starting materials: C(#N)N=S(CC)C1=CC=C(CN2C(C3=CC=CC=C3C2=O)=O)C=C1 (2-(4-(N-cyano-S-ethylsulfinimidoyl)benzyl)isoindoline-1,3-dione), C(C)(C)SC1=CC=C(CN)C=C1 (4-(isopropylthio)benzylamine). The product is C(#N)N=S(C(C)C)C1=CC=C(CN2C(C3=CC=CC=C3C2=O)=O)C=C1 (2-(4-(N-cyano-S-isopropylsulfinimidoyl)benzyl)isoindoline-1,3-dione). As a reaction SMILES: [C:1]([N:3]=[S:4]([C:7]1[CH:24]=[CH:23][C:10]([CH2:11][N:12]2[C:20](=[O:21])[C:19]3[C:14](=[CH:15][CH:16]=[CH:17][CH:18]=3)[C:13]2=[O:22])=[CH:9][CH:8]=1)[CH2:5][CH3:6])#[N:2].[CH:25](SC1C=CC(CN)=CC=1)(C)C>>[C:1]([N:3]=[S:4]([C:7]1[CH:24]=[CH:23][C:10]([CH2:11][N:12]2[C:20](=[O:21])[C:19]3[C:14](=[CH:15][CH:16]=[CH:17][CH:18]=3)[C:13]2=[O:22])=[CH:9][CH:8]=1)[CH:5]([CH3:25])[CH3:6])#[N:2]. Reported procedure: The title compound is prepared in analogy to preparation 13a, substituting 4-(ethylthio)-benzylamine with 4-(isopropylthio)benzylamine ESI mass spectrum: [M+H]+=352; r.t. HPLC: 0.50 min (X012_S01). The reactants are CC(C)(CNc1ccc(C#N)c(C(F)(F)F)c1)NC(=O)Nc1ccc(F)cc1, CC(=O)O. Yields the product CC1(C)CN(c2ccc(C#N)c(C(F)(F)F)c2)CN1C(=O)Nc1ccc(F)cc1. As a reaction SMILES: [C:1](#[N:2])[c:3]1[c:4]([C:25]([F:26])([F:27])[F:28])[cH:5][c:6]([NH:7][CH2:8][C:9]([CH3:10])([CH3:11])[NH:12][C:13](=[O:14])[NH:15][c:16]2[cH:17][cH:18][c:19]([F:22])[cH:20][cH:21]2)[cH:23][cH:24]1.[CH3:29][C:30](=[O:31])[OH:32]>>[C:1](#[N:2])[c:3]1[c:4]([C:25]([F:26])([F:27])[F:28])[cH:5][c:6]([N:7]2[CH2:8][C:9]([CH3:10])([CH3:11])[N:12]([C:13](=[O:14])[NH:15][c:16]3[cH:17][cH:18][c:19]([F:22])[cH:20][cH:21]3)[CH2:29]2)[cH:23][cH:24]1. The reactants are C1(=CC=CC=C1)B(O)O (phenylboronic acid), OCC(C(=O)O)(C)CO (2,2-bis(hydroxymethyl)propionic acid), C1(=CC=CC=C1)C (toluene). Solvent: O1CCCC1 (tetrahydrofuran), O1CCCC1 (tetrahydrofuran). Run at time 3 hour. The product is CC1(COB(OC1)C1=CC=CC=C1)C(=O)O (5-Methyl-2-phenyl-1,3,2-dioxaborinane-5-carboxylic acid). Yield: 94.0%. Reaction SMILES: [OH:1][CH2:2][C:3]([CH2:8][OH:9])([CH3:7])[C:4]([OH:6])=[O:5].[C:10]1([B:16](O)O)[CH:15]=[CH:14][CH:13]=[CH:12][CH:11]=1.C1(C)C=CC=CC=1>O1CCCC1>[CH3:7][C:3]1([C:4]([OH:6])=[O:5])[CH2:8][O:9][B:16]([C:10]2[CH:15]=[CH:14][CH:13]=[CH:12][CH:11]=2)[O:1][CH2:2]1. Procedure details: To a suspension of 2,2-bis(hydroxymethyl)propionic acid (131 g, 0.98 mole) in tetrahydrofuran (500 ml) was added a solution of phenylboronic acid (122 g, 1.0 mole) in tetrahydrofuran (500 ml). The mixture was stirred for 3 h and toluene (1.0 L) was added. Water was removed by azeotropic distillation with toluene. Heptanes (500 ml) was added to the precipitated product, heated to reflux and cooled. The mixture was filtered and washed with heptanes (2×300 ml). The solids were dried under vacuum at... Starting materials: COC(C)OC, O=C=Nc1ccccc1OC(F)F, Nc1cnccn1. The product is O=C(Nc1cnccn1)Nc1ccccc1OC(F)F. As a reaction SMILES: [CH3:21][O:22][CH:23]([O:24][CH3:25])[CH3:26].[F:1][CH:2]([O:3][c:4]1[c:5]([N:10]=[C:11]=[O:12])[cH:6][cH:7][cH:8][cH:9]1)[F:13].[NH2:14][c:15]1[n:16][cH:17][cH:18][n:19][cH:20]1>>[F:1][CH:2]([O:3][c:4]1[c:5]([NH:10][C:11](=[O:12])[NH:14][c:15]2[n:16][cH:17][cH:18][n:19][cH:20]2)[cH:6][cH:7][cH:8][cH:9]1)[F:13]. The reactants are ClCC(=O)O (chloroacetic acid), C(C)(C)OC1=NC2=CC=C3C(=C2C(=C1)C(F)(F)F)OC[C@H](N3)C(C)C ((3R)-3,4-dihydro-8-isopropoxy-3-isopropyl-10-(trifluoromethyl)-2H-[1,4]oxazino[2,3-f]quinoline), [BH4-].[Na+] (NaBH4). Yields the product Compound 152, ClCCN1[C@@H](COC2=C3C(=CC(=NC3=CC=C21)OC(C)C)C(F)(F)F)C(C)C ((3R)-4-(2-chloroethyl)-3,4-dihydro-8-isopropoxy-3-isopropyl-10-(trifluoromethyl)-2H-[1,4]oxazino[2,3-f]quinoline). Isolated yield 52.8%. Reaction SMILES: [CH:1]([O:4][C:5]1[CH:14]=[C:13]([C:15]([F:18])([F:17])[F:16])[C:12]2[C:7](=[CH:8][CH:9]=[C:10]3[NH:22][C@H:21]([CH:23]([CH3:25])[CH3:24])[CH2:20][O:19][C:11]3=2)[N:6]=1)([CH3:3])[CH3:2].[BH4-].[Na+].[Cl:28][CH2:29][C:30](O)=O>>[Cl:28][CH2:29][CH2:30][N:22]1[C:10]2[C:11](=[C:12]3[C:7](=[CH:8][CH:9]=2)[N:6]=[C:5]([O:4][CH:1]([CH3:3])[CH3:2])[CH:14]=[C:13]3[C:15]([F:18])([F:17])[F:16])[O:19][CH2:20][C@H:21]1[CH:23]([CH3:25])[CH3:24] |f:1.2|. Reported procedure: Compound 152 was prepared according to General Method 5 (EXAMPLE 2) from (3R)-3,4-dihydro-8-isopropoxy-3-isopropyl-10-(trifluoromethyl)-2H-[1,4]oxazino[2,3-f]quinoline (16 mg, 0.05 mmol) and NaBH4 pellets (>10 equiv) in 0.5 g chloroacetic acid to afford 11 mg (58%) of (3R)-4-(2-chloroethyl)-3,4-dihydro-8-isopropoxy-3-isopropyl-10-(trifluoromethyl)-2H-[1,4]oxazino[2,3-f]quinoline. This material (11 mg, 0.03 mmol) was carried on according to General Method 4 (EXAMPLE 1) by treatment with 4 mL of 1... The reactants are CCCCCCCCNCCCCCCCC, Cc1ccccc1, CC1(C)CCCC(C)(C)N1, O=C(Cl)Cl. Product: CCCCCCCCN(CCCCCCCC)C(=O)N1C(C)(C)CCCC1(C)C. As a reaction SMILES: [CH2:15]([CH2:16][CH2:17][CH2:18][CH2:19][CH2:20][CH2:21][CH3:22])[NH:23][CH2:24][CH2:25][CH2:26][CH2:27][CH2:28][CH2:29][CH2:30][CH3:31].[CH3:32][c:33]1[cH:34][cH:35][cH:36][cH:37][cH:38]1.[CH3:5][C:6]1([CH3:14])[NH:7][C:8]([CH3:12])([CH3:13])[CH2:9][CH2:10][CH2:11]1.[Cl:1][C:2]([Cl:3])=[O:4]>>[C:2](=[O:4])([N:7]1[C:6]([CH3:5])([CH3:14])[CH2:11][CH2:10][CH2:9][C:8]1([CH3:12])[CH3:13])[N:23]([CH2:15][CH2:16][CH2:17][CH2:18][CH2:19][CH2:20][CH2:21][CH3:22])[CH2:24][CH2:25][CH2:26][CH2:27][CH2:28][CH2:29][CH2:30][CH3:31]. Product: ClC=1C=C(CNC(=O)C=2C(=C(C(=NC2)C(=O)NO)O)CO)C=CC1Cl (N5-(3,4-dichlorobenzyl)-N2,3-dihydroxy-4-(hydroxymethyl)pyridine-2,5-dicarboxamide). As a reaction SMILES: C([O:8][NH:9][C:10]([C:12]1[C:17]([O:18]CC2C=CC=CC=2)=[C:16]([CH2:26][OH:27])[C:15]([C:28]([NH:30][CH2:31][C:32]2[CH:37]=[CH:36][C:35]([Cl:38])=[C:34]([Cl:39])[CH:33]=2)=[O:29])=[CH:14][N:13]=1)=[O:11])C1C=CC=CC=1>CO.[Pd]>[Cl:39][C:34]1[CH:33]=[C:32]([CH:37]=[CH:36][C:35]=1[Cl:38])[CH2:31][NH:30][C:28]([C:15]1[C:16]([CH2:26][OH:27])=[C:17]([OH:18])[C:12]([C:10]([NH:9][OH:8])=[O:11])=[N:13][CH:14]=1)=[O:29]. Isolated yield 4.7%. The solvent is CO (methanol). The reagents and catalysts are [Pd] (Pd/C). Procedure details: Product 15 of example 15 (0.03 g, 0.330 mmol,) and 10% Pd/C (25 mg) catalyst were stirred in methanol (4.0 mL) under an atmosphere of hydrogen for 1 hour. The catalyst was filtered and the reaction mixture was concentrated under vacuum to give 0.006 g of N5-(3,4-dichlorobenzyl)-N2,3-dihydroxy-4-(hydroxymethyl)pyridine-2,5-dicarboxamide as a white solid; 1H-NMR (400 MHz, dmso): δ=13.01 (s, 1H), 12.0 (s, 1H), 9.51 (s 1H), 9.02 (t 1H), 8.11 (s, 1H), 7.60 (d 1H), 7.40 (m, 2H), 4.68 (s, 2H), 4.48 (s,... Starting materials: C(C1=CC=CC=C1)ONC(=O)C1=NC=C(C(=C1OCC1=CC=CC=C1)CO)C(=O)NCC1=CC(=C(C=C1)Cl)Cl (N2,3-bis(benzyloxy)-N5-(3,4-dichlorobenzyl)-4-(hydroxymethyl)pyridine-2,5-dicarboxamide). Starting materials: C(C)(=O)OCC (ethyl acetate), [OH-].[K+] (potassium hydroxide), CS(=O)(=O)NC=1SC=C(N1)CC(=O)OCC (ethyl 2-methanesulfonamidothiazol-4-ylacetate). Run in O (water), O (water). Yields the product CS(=O)(=O)NC=1SC=C(N1)CC(=O)O (2-methanesulfonamidothiazol-4-ylacetic acid). Isolated yield 73.0%. As a reaction SMILES: [OH-].[K+].[CH3:3][S:4]([NH:7][C:8]1[S:9][CH:10]=[C:11]([CH2:13][C:14]([O:16]CC)=[O:15])[N:12]=1)(=[O:6])=[O:5].C(OCC)(=O)C>O>[CH3:3][S:4]([NH:7][C:8]1[S:9][CH:10]=[C:11]([CH2:13][C:14]([OH:16])=[O:15])[N:12]=1)(=[O:5])=[O:6] |f:0.1|. Reported procedure: To a solution of potassium hydroxide (2.9 g.) in water (80 ml.) was added ethyl 2-methanesulfonamidothiazol-4-ylacetate (9.1 g.) under ice-cooling and stirring, and the mixture was stirred for 1 hour at room temperature. After the reaction, to the reaction mixture was added a mixture of water and ethyl acetate, and then the aqueous layer was separated. The remaining ethyl acetate layer was extracted twice with 10% hydroxide aqueous solution. The extracts were combined with the above obtained aqu...